This data is from the Open Reaction Database (ORD), a public repository of structured organic reaction records. The task is: describe an organic reaction: reactants, conditions, products, and yield The reactants are CCO, CCOC(=O)c1cn2c(cc(Cl)c3ccc(OC)cc32)n1, Cl, [Na+], [OH-]. Product: COc1ccc2c(Cl)cc3nc(C(=O)O)cn3c2c1. As a reaction SMILES: [CH3:25][CH2:26][OH:27].[Cl:1][c:2]1[cH:3][c:4]2[n:5]([c:6]3[cH:7][c:8]([O:12][CH3:13])[cH:9][cH:10][c:11]13)[cH:14][c:15]([C:17](=[O:18])[O:19][CH2:20][CH3:21])[n:16]2.[ClH:24].[Na+:23].[OH-:22]>>[Cl:1][c:2]1[cH:3][c:4]2[n:5]([c:6]3[cH:7][c:8]([O:12][CH3:13])[cH:9][cH:10][c:11]13)[cH:14][c:15]([C:17](=[O:18])[OH:19])[n:16]2. The reactants are O=C([O-])O, COc1cc2c(O)c(C#N)cnc2cc1OCc1ccccc1, ClCCl, CN(C)C=O, O=C(Cl)C(=O)Cl, [Na+]. Yields the product COc1cc2c(Cl)c(C#N)cnc2cc1OCc1ccccc1. RXN SMILES: [C:35](=[O:36])([OH:37])[O-:38].[CH2:1]([c:2]1[cH:3][cH:4][cH:5][cH:6][cH:7]1)[O:8][c:9]1[c:10]([O:22][CH3:23])[cH:11][c:12]2[c:13]([OH:21])[c:14]([C:19]#[N:20])[cH:15][n:16][c:17]2[cH:18]1.[CH2:40]([Cl:41])[Cl:42].[CH3:30][N:31]([CH3:32])[CH:33]=[O:34].[Cl:24][C:25]([C:26]([Cl:27])=[O:28])=[O:29].[Na+:39]>>[CH2:1]([c:2]1[cH:3][cH:4][cH:5][cH:6][cH:7]1)[O:8][c:9]1[c:10]([O:22][CH3:23])[cH:11][c:12]2[c:13]([Cl:24])[c:14]([C:19]#[N:20])[cH:15][n:16][c:17]2[cH:18]1. Procedure: To a suspension of 5-amino-2-chlorobenzoic acid (13.7 g, 79.85 mmol, 1.00 equiv) in tetrahydrofuran (100 mL) was added furan-2-carbonyl chloride (11.5 g, 88.10 mmol, 1.10 equiv) in a bath of ice and stirred overnight at room temperature. The resulting mixture was concentrated under vacuum and diluted with DCM. The solid was collected by filtration to give 17 g (80%) of 2-chloro-5-(furan-2-amido)benzoic acid as a gray solid. Starting materials: NC=1C=CC(=C(C(=O)O)C1)Cl (5-amino-2-chlorobenzoic acid), O1C(=CC=C1)C(=O)Cl (furan-2-carbonyl chloride). Conditions: time 8 hour. Run in O1CCCC1 (tetrahydrofuran). The product is ClC1=C(C(=O)O)C=C(C=C1)NC(=O)C=1OC=CC1 (2-chloro-5-(furan-2-amido)benzoic acid). Reaction SMILES: [NH2:1][C:2]1[CH:3]=[CH:4][C:5]([Cl:11])=[C:6]([CH:10]=1)[C:7]([OH:9])=[O:8].[O:12]1[CH:16]=[CH:15][CH:14]=[C:13]1[C:17](Cl)=[O:18]>O1CCCC1>[Cl:11][C:5]1[CH:4]=[CH:3][C:2]([NH:1][C:17]([C:13]2[O:12][CH:16]=[CH:15][CH:14]=2)=[O:18])=[CH:10][C:6]=1[C:7]([OH:9])=[O:8]. Yield: 80.1%. The reactants are COC(=O)c1ccc2oc(C(=O)Nc3ccc(Cl)cn3)c(N)c2c1, [Na+], C1CCOC1, [OH-]. RXN SMILES: [NH2:1][c:2]1[c:3]([C:15](=[O:16])[NH:17][c:18]2[n:19][cH:20][c:21]([Cl:24])[cH:22][cH:23]2)[o:4][c:5]2[c:6]1[cH:7][c:8]([C:11](=[O:12])[O:13][CH3:14])[cH:9][cH:10]2.[Na+:26].[O:27]1[CH2:28][CH2:29][CH2:30][CH2:31]1.[OH-:25]>>[NH2:1][c:2]1[c:3]([C:15](=[O:16])[NH:17][c:18]2[n:19][cH:20][c:21]([Cl:24])[cH:22][cH:23]2)[o:4][c:5]2[c:6]1[cH:7][c:8]([C:11](=[O:12])[OH:13])[cH:9][cH:10]2. The product is Nc1c(C(=O)Nc2ccc(Cl)cn2)oc2ccc(C(=O)O)cc12. RXN SMILES: [CH3:1][NH:2][CH3:3].[I:4][c:5]1[cH:6][cH:7][c:8]([S:11](=[O:12])(=[O:13])[Cl:14])[cH:9][cH:10]1.[OH2:15].[cH:16]1[cH:17][cH:18][n:19][cH:20][cH:21]1>>[CH3:1][N:2]([CH3:3])[S:11]([c:8]1[cH:7][cH:6][c:5]([I:4])[cH:10][cH:9]1)(=[O:12])=[O:13]. Product: CN(C)S(=O)(=O)c1ccc(I)cc1. Starting materials: CNC, O=S(=O)(Cl)c1ccc(I)cc1, O, c1ccncc1. Run in C(C)O (ethanol). Run at temperature 20 celsius, time 20 hour. Reported procedure: 2-Methylbenzylamine (6.0 cc) is added to a solution of 10-[(2RS)-1-(1-pyrrolidinyl)-2-propyl]-2-phenothiazinecarbothioamide (3.70 g) in absolute ethanol (50 cc). The mixture is saturated with hydrogen sulphide and brought to 110° C. for 20 hours. After cooling to 20° C., the mixture is concentrated to dryness under reduced pressure (30 mm Hg, 4 kPa) at 40° C. and the residue is purified by chromatography on a column (height: 22 cm; diameter: 4.2 cm) of silica gel (0.04-0.06 mm) with a slight exc... The reactants are CC1=C(CN)C=CC=C1 (2-Methylbenzylamine), N1(CCCC1)CC(C)N1C2=CC=CC=C2SC=2C=CC(=CC12)C(N)=S (10-[(2RS)-1-(1-pyrrolidinyl)-2-propyl]-2-phenothiazinecarbothioamide), S (hydrogen sulphide). As a reaction SMILES: [CH3:1][C:2]1[CH:9]=[CH:8][CH:7]=[CH:6][C:3]=1[CH2:4][NH2:5].[N:10]1([CH2:15][CH:16]([N:18]2[C:31]3[CH:30]=[C:29]([C:32](=[S:34])N)[CH:28]=[CH:27][C:26]=3[S:25][C:24]3[C:19]2=[CH:20][CH:21]=[CH:22][CH:23]=3)[CH3:17])[CH2:14][CH2:13][CH2:12][CH2:11]1.S>C(O)C>[CH3:1][C:2]1[CH:9]=[CH:8][CH:7]=[CH:6][C:3]=1[CH2:4][NH:5][C:32]([C:29]1[CH:28]=[CH:27][C:26]2[S:25][C:24]3[C:19](=[CH:20][CH:21]=[CH:22][CH:23]=3)[N:18]([CH:16]([CH3:17])[CH2:15][N:10]3[CH2:14][CH2:13][CH2:12][CH2:11]3)[C:31]=2[CH:30]=1)=[S:34]. Product: CC1=C(CNC(=S)C2=CC=3N(C4=CC=CC=C4SC3C=C2)C(CN2CCCC2)C)C=CC=C1 (N-(2-methylbenzyl)-10- [(2RS)-1-(1-pyrrolidinyl)-2-propyl]-2-phenothiazinecarbothioamide).